From a dataset of the Open Reaction Database (ORD), a public repository of structured organic reaction records. describe an organic reaction: reactants, conditions, products, and yield The reactants are [N-]=[N+]=NCC1CN(Cc2ccccc2)CC1O, ClC(Cl)Cl, Cl, O=S(Cl)Cl. Product: [N-]=[N+]=NCC1CN(Cc2ccccc2)CC1Cl. RXN SMILES: [CH2:1]([c:2]1[cH:3][cH:4][cH:5][cH:6][cH:7]1)[N:8]1[CH2:9][CH:10]([CH2:14][N:15]=[N+:16]=[N-:17])[CH:11]([OH:13])[CH2:12]1.[CH:23]([Cl:24])([Cl:25])[Cl:26].[ClH:18].[S:19]([Cl:20])([Cl:21])=[O:22]>>[CH2:1]([c:2]1[cH:3][cH:4][cH:5][cH:6][cH:7]1)[N:8]1[CH2:9][CH:10]([CH2:14][N:15]=[N+:16]=[N-:17])[CH:11]([Cl:21])[CH2:12]1.